From a dataset of the Open Reaction Database (ORD), a public repository of structured organic reaction records. describe an organic reaction: reactants, conditions, products, and yield Reactants: solid, Cl.Cl.Cl.O1CCC=2C(=NC=CC21)N2CCN(CC2)CC[C@@H]2CC[C@H](CC2)N (trans-4-{2-[4-(2,3-dihydrofuro[3,2-c]pyridin-4-yl)-piperazin-1-yl]-ethyl}-cyclohexanamine trihydrochloride), Cl.Cl.Cl.O1CCC=2C(=NC=CC21)N2CCN(CC2)CC[C@@H]2CC[C@H](CC2)N (trans-4-{2-[4-(2,3-dihydrofuro[3,2-c]pyridin-4-yl)-piperazin-1-yl]-ethyl}-cyclohexanamine trihydrochloride), COCCC(=O)O (3-methoxypropionic acid). Yields the product O1CCC=2C(=NC=CC21)N2CCN(CC2)CC[C@@H]2CC[C@H](CC2)NC(CCOC)=O (trans-N-(4-{2-[4-(2,3-Dihydrofuro[3,2-c]pyridin-4-yl)-piperazin-1-yl]-ethyl}-cyclohexyl)-3-methoxypropanamide). Reaction SMILES: Cl.Cl.Cl.[O:4]1[C:12]2[CH:11]=[CH:10][N:9]=[C:8]([N:13]3[CH2:18][CH2:17][N:16]([CH2:19][CH2:20][C@H:21]4[CH2:26][CH2:25][C@H:24]([NH2:27])[CH2:23][CH2:22]4)[CH2:15][CH2:14]3)[C:7]=2[CH2:6][CH2:5]1.[CH3:28][O:29][CH2:30][CH2:31][C:32](O)=[O:33]>>[O:4]1[C:12]2[CH:11]=[CH:10][N:9]=[C:8]([N:13]3[CH2:18][CH2:17][N:16]([CH2:19][CH2:20][C@H:21]4[CH2:26][CH2:25][C@H:24]([NH:27][C:32](=[O:33])[CH2:31][CH2:30][O:29][CH3:28])[CH2:23][CH2:22]4)[CH2:15][CH2:14]3)[C:7]=2[CH2:6][CH2:5]1 |f:0.1.2.3|. Procedure: The title compound, off-white solid (65 mg, 62%), MS (ISP) m/z=417.4 [(M+H)+], mp 246.5° C., was prepared in accordance with the general method of example 32 from trans-4-{2-[4-(2,3-dihydrofuro[3,2-c]pyridin-4-yl)-piperazin-1-yl]-ethyl}-cyclohexanamine trihydrochloride (intermediate C) (110 mg, 0.25 mmol) and 3-methoxypropionic acid.